Dataset: the Open Reaction Database (ORD), a public repository of structured organic reaction records. Task: describe an organic reaction: reactants, conditions, products, and yield Run at time 4 hour. Reported procedure: A solution of Intermediate 2 (5.0 g) in THF (20 ml) was added with diethyl azodicarboxylate (4.1 g, Ald), triphenylphosphine (8.0 g, WAKO), and methanol (990 μl, KANTO), and stirred for 4 hours. The reaction mixture was added with water (100 ml) and dichloromethane (20 ml×2) and extracted, the organic layer was successively washed with saturated aqueous sodium hydrogencarbonate, saturated aqueous ammonium chloride, and saturated brine, and dried, and the solvent was evaporated under reduced pres... RXN SMILES: [Br:1][C:2]1[CH:3]=[C:4]2[C:9](=[CH:10][C:11]=1[OH:12])[O:8][C:7](=[O:13])[CH2:6][CH2:5]2.N(C(OCC)=O)=N[C:16](OCC)=O.C1(P(C2C=CC=CC=2)C2C=CC=CC=2)C=CC=CC=1.CO>C1COCC1.ClCCl.O>[Br:1][C:2]1[CH:3]=[C:4]2[C:9](=[CH:10][C:11]=1[O:12][CH3:16])[O:8][C:7](=[O:13])[CH2:6][CH2:5]2. Isolated yield 56.7%. Solvent: ClCCl (dichloromethane), O (water), C1CCOC1 (THF). Product: BrC=1C=C2CCC(OC2=CC1OC)=O (6-bromo-7-methoxychroman-2-one). Reactants: BrC=1C=C2CCC(OC2=CC1O)=O (6-bromo-7-hydroxychroman-2-one), N(=NC(=O)OCC)C(=O)OCC (diethyl azodicarboxylate), C1(=CC=CC=C1)P(C1=CC=CC=C1)C1=CC=CC=C1 (triphenylphosphine), CO (methanol). Starting materials: C(CCCCCCCCC)C=1SC(=CN1)C1=CC=C(C=C1)OC (2-decyl-5-(4-methoxyphenyl)tiazole), C(C)(=O)O (acetic acid), Br (hydrobromic acid). The solvent is O (water). Run at time 16 hour. Yields the product C(CCCCCCCCC)C=1SC(=CN1)C1=CC=C(C=C1)O (2-decyl-5-(4-hydroxyphenyl )thiazole). Yield: 63.0%. As a reaction SMILES: [CH2:1]([C:11]1[S:12][C:13]([C:16]2[CH:21]=[CH:20][C:19]([O:22]C)=[CH:18][CH:17]=2)=[CH:14][N:15]=1)[CH2:2][CH2:3][CH2:4][CH2:5][CH2:6][CH2:7][CH2:8][CH2:9][CH3:10].C(O)(=O)C.Br>O>[CH2:1]([C:11]1[S:12][C:13]([C:16]2[CH:17]=[CH:18][C:19]([OH:22])=[CH:20][CH:21]=2)=[CH:14][N:15]=1)[CH2:2][CH2:3][CH2:4][CH2:5][CH2:6][CH2:7][CH2:8][CH2:9][CH3:10]. Procedure: Then, in a 500 ml-three-necked flask, 11.6 g (35.0 mM) of 2-decyl-5-(4-methoxyphenyl)tiazole, 93 ml of acetic acid and 102 ml of 47%-hydrobromic acid were placed, followed by heat-stirring for 16 hours at 100°-110° C. After the reaction, the reaction mixture was poured into cool water, followed by extraction with benzene. The organic layer was successively washed with water, 5%-sodium hydrogenecarbonate aqueous solution and water, followed by distilling-off of the solvent under reduced pressure.... The reactants are dye solution, CC(=O)OC=1C=CC2=C(C1)OC=3C=C(C=CC3C24C=5C=CC=CC5C(=O)O4)OC(=O)C (Fluorescein diacetate), 2′,7′-bis-(2-carboxyethyl)-5(and-6) carboxyfluorescein, acetoxymethyl ester. Run in CS(=O)C (dimethyl sulfoxide). Reaction conditions: temperature -20 celsius. The product is C=1C=CC(=C(C1)C2=C3C=CC(=O)C=C3OC4=C2C=CC(=C4)O)C(=O)O (fluorescein). Reaction SMILES: CC([O:4][C:5]1[CH:6]=[CH:7][C:8]2[C:18]3([O:27][C:25](=[O:26])[C:24]4[CH:23]=[CH:22][CH:21]=[CH:20][C:19]3=4)[C:17]3[CH:16]=[CH:15][C:14]([O:28]C(C)=O)=[CH:13][C:12]=3[O:11][C:9]=2[CH:10]=1)=O>CS(C)=O>[CH:21]1[CH:22]=[CH:23][C:24]([C:25]([OH:27])=[O:26])=[C:19]([C:18]2[C:8]3[CH:7]=[CH:6][C:5]([OH:4])=[CH:10][C:9]=3[O:11][C:12]3[C:17]=2[CH:16]=[CH:15][C:14]([CH:13]=3)=[O:28])[CH:20]=1. Procedure: Fluorescein diacetate (FDA) (Sigma Chemical Co., St. Louis, Mo.), or 2′,7′-bis-(2-carboxyethyl)-5(and-6) carboxyfluorescein, acetoxymethyl ester (BCECF-AM) (Molecular Probes, Inc., Eugene, Oreg.) was dissolved in dimethyl sulfoxide (DMSO) to produce a 1 mg/ml stock solution. The stock was filtered through 0.8 μm nylon, aliquoted into 1.5 ml microfuge tubes and stored frozen at −20° C. in the dark. For individual assays, an intermediate stock was prepared by thawing and diluting an aliquot with R... The reactants are CCCCS(=O)(=O)N1CCc2nc(C(=O)OC)ccc2C1, CC(=O)O, CO, [K], NO. Yields the product CCCCS(=O)(=O)N1CCc2nc(C(=O)NO)ccc2C1. RXN SMILES: [CH2:1]([CH2:2][CH2:3][CH3:4])[S:5](=[O:6])(=[O:7])[N:8]1[CH2:9][c:10]2[cH:11][cH:12][c:13]([C:18]([O:20][CH3:19])=[O:21])[n:14][c:15]2[CH2:16][CH2:17]1.[CH3:25][C:26](=[O:27])[OH:28].[CH3:29][OH:30].[K:22].[NH2:23][OH:24]>>[CH2:1]([CH2:2][CH2:3][CH3:4])[S:5](=[O:6])(=[O:7])[N:8]1[CH2:9][c:10]2[cH:11][cH:12][c:13]([C:18](=[O:20])[NH:23][OH:24])[n:14][c:15]2[CH2:16][CH2:17]1. Reactants: [Mg] (magnesium), ClCC1=C(C=C(C=C1)Cl)Cl (α,2,4-trichlorotoluene), II (iodine), ClCC1=C(C=C(C=C1)Cl)Cl (α,2,4-trichlorotoluene), II (iodine), C(CCCC)=O (valeraldehyde). The solvent is CCOCC (ether), CCOCC (ether). Yields the product ClC1=C(CC(CCCC)O)C=CC(=C1)Cl (α-(2,4-dichlorobenzyl)pentan-1-ol). Yield: 23.0%. As a reaction SMILES: [Mg].Cl[CH2:3][C:4]1[CH:9]=[CH:8][C:7]([Cl:10])=[CH:6][C:5]=1[Cl:11].II.[CH:14](=[O:19])[CH2:15][CH2:16][CH2:17][CH3:18]>CCOCC>[Cl:11][C:5]1[CH:6]=[C:7]([Cl:10])[CH:8]=[CH:9][C:4]=1[CH2:3][CH:14]([OH:19])[CH2:15][CH2:16][CH2:17][CH3:18]. Reported procedure: To 7.5g (0.384 mole) of magnesium turnings in 150 ml of ether is added a 10.0g (0.051 mole) portion of α,2,4-trichlorotoluene and a few crystals of iodine. When the iodine color has dissipated, the reaction is warmed to reflux, and 58.0g (0.297 mole) of additional α,2,4-trichlorotoluene in 50 ml of ether is added at such a rate that the refluxing is maintained. When the addition is complete, the reaction is stirred at reflux for 2 hours and cooled. To this reaction mixture is added 17.0g (0.197 ... The reactants are CCOC(=O)C(NC(=O)OCc1ccccc1)C(O)C1OC(OC)C2OC(C)(C)OC21, CN(C)c1ccccn1, CC(=O)OC(C)=O, c1ccncc1. Product: CCOC(=O)C(NC(=O)OCc1ccccc1)C(OC(C)=O)C1OC(OC)C2OC(C)(C)OC21. As a reaction SMILES: [CH3:1][O:2][CH:3]1[O:4][CH:5]([CH:13]([CH:14]([C:15](=[O:16])[O:17][CH2:18][CH3:19])[NH:20][C:21](=[O:22])[O:23][CH2:24][c:25]2[cH:26][cH:27][cH:28][cH:29][cH:30]2)[OH:31])[CH:6]2[CH:7]1[O:8][C:9]([CH3:11])([CH3:12])[O:10]2.[CH3:32][N:33]([c:34]1[cH:35][cH:36][cH:37][cH:38][n:39]1)[CH3:40].[CH3:41][C:42](=[O:43])[O:44][C:45](=[O:46])[CH3:47].[cH:48]1[cH:49][cH:50][n:51][cH:52][cH:53]1>>[CH3:1][O:2][CH:3]1[O:4][CH:5]([CH:13]([CH:14]([C:15](=[O:16])[O:17][CH2:18][CH3:19])[NH:20][C:21](=[O:22])[O:23][CH2:24][c:25]2[cH:26][cH:27][cH:28][cH:29][cH:30]2)[O:31][C:42]([CH3:41])=[O:43])[CH:6]2[CH:7]1[O:8][C:9]([CH3:11])([CH3:12])[O:10]2. The solvent is O1CCOCC1 (dioxane). Product: CN1N=CC2=CC=C(C=C12)NC=1C2=C(N=C(N1)NC1=CC=C(C=C1)N1CCNCC1)NC=C2 (N4-(1-methyl-1H-indazol-6-yl)-N2-(4-(piperazin-1-yl)phenyl)-7H-pyrrolo[2,3-d]pyrimidine-2,4-diamine). Conditions: temperature 70 celsius, time 3 hour. Procedure details: To a solution of 1-(4-(4-(4-(1-methyl-1H-indazol-6-ylamino)-7H-pyrrolo[2,3-d]pyrimidin-2-ylamino)phenyl)piperazin-1-yl)ethanone (30 mg, 0.047 mmol) in dioxane (2 mL), aq. 1N KOH (2 mL, 2.00 mmol) was added. The mixture was stirred at 70° C. for 3 h. HOAc (0.3 mL) was added. The mixture was purified by HPLC to give N4-(1-methyl-1H-indazol-6-yl)-N2-(4-(piperazin-1-yl)phenyl)-7H-pyrrolo[2,3-d]pyrimidine-2,4-diamine (3 mg), MS 440.3 (M+H) (Compound 22-1); and 1-(4-(4-(4-(1-methyl-1H-indazol-6-ylamin... Yield: 14.5%. Reaction SMILES: [CH3:1][N:2]1[C:10]2[C:5](=[CH:6][CH:7]=[C:8]([NH:11][C:12]3[C:13]4[CH:36]=[CH:35][NH:34][C:14]=4[N:15]=[C:16]([NH:18][C:19]4[CH:24]=[CH:23][C:22]([N:25]5[CH2:30][CH2:29][N:28](C(=O)C)[CH2:27][CH2:26]5)=[CH:21][CH:20]=4)[N:17]=3)[CH:9]=2)[CH:4]=[N:3]1.[OH-].[K+].CC(O)=O>O1CCOCC1>[CH3:1][N:2]1[C:10]2[C:5](=[CH:6][CH:7]=[C:8]([NH:11][C:12]3[C:13]4[CH:36]=[CH:35][NH:34][C:14]=4[N:15]=[C:16]([NH:18][C:19]4[CH:24]=[CH:23][C:22]([N:25]5[CH2:30][CH2:29][NH:28][CH2:27][CH2:26]5)=[CH:21][CH:20]=4)[N:17]=3)[CH:9]=2)[CH:4]=[N:3]1 |f:1.2|. The reactants are CN1N=CC2=CC=C(C=C12)NC=1C2=C(N=C(N1)NC1=CC=C(C=C1)N1CCN(CC1)C(C)=O)NC=C2 (1-(4-(4-(4-(1-methyl-1H-indazol-6-ylamino)-7H-pyrrolo[2,3-d]pyrimidin-2-ylamino)phenyl)piperazin-1-yl)ethanone), [OH-].[K+] (KOH), CC(=O)O (HOAc). Starting materials: CN1N=NN=C1S (1-methyl-1H-tetrazole-5-thiol), COC(C)=O (acetic acid methyl ester), COC(C)=O (acetic acid methyl ester), CN1C(CCC1)=O (N-methylpyrrolidone), COC(C)(C)C (methyl-tert-butyl ether), C(=O)(O)[O-].[Na+] (NaHCO3), C(=O)(O)[O-].[Na+] (NaHCO3). Reagents/catalysts: [Br-].C(CCC)[N+](CCCC)(CCCC)CCCC (tetra-n-butyl ammonium bromide). Run at temperature 90 celsius, time 18 hour. The product is COC(C[C@@H]1OC(O[C@@H](C1)CSC1=NN=NN1C)(C)C)=O (2-((4R,6S)-2,2-dimethyl-6-((1-methyl-1H-tetrazol-5-ylthio)methyl)-1,3-dioxan-4-yl)acetic acid methyl ester), Compound C. The yield is 71.0%. As a reaction SMILES: [CH3:1][O:2][C:3](=[O:5])[CH3:4].C([O-])(O)=O.[Na+].[CH3:11][N:12]1[C:16]([SH:17])=[N:15][N:14]=[N:13]1.C[O:19][C:20](C)([CH3:22])[CH3:21].CN1[CH2:29][CH2:28][CH2:27][C:26]1=[O:30]>[Br-].C([N+](CCCC)(CCCC)CCCC)CCC>[CH3:1][O:2][C:3](=[O:5])[CH2:4][C@H:26]1[CH2:27][C@@H:28]([CH2:29][S:17][C:16]2[N:12]([CH3:11])[N:13]=[N:14][N:15]=2)[O:19][C:20]([CH3:22])([CH3:21])[O:30]1 |f:1.2,6.7|. Reported procedure: (4R,6S)-6-(Chloromethyl)-2,2-dimethyl-1,3-dioxan-4-yl)acetic acid methyl ester (Compound B, 47.2 g, 0.20 mol) was dissolved in 150 mL of N-methylpyrrolidone. Then NaHCO3 (23.5 g, 0.28 mol) and tetra-n-butyl ammonium bromide (0.5 g) were added. To the stirred mixture was added 1-methyl-1H-tetrazole-5-thiol (MTT, 27.8 g, 0.24 mol). The mixture was heated to 90° C. and kept at this temperature for 18 h. After cooling to 20-25° C., methyl-tert-butyl ether was added (500 mL) and saturated aqueous NaH... RXN SMILES: [K+:17].[OH-:16].[OH2:22].[OH:18][CH2:19][CH2:20][OH:21].[c:1]1([C:11]2([C:14]#[N:15])[CH2:12][CH2:13]2)[cH:2][cH:3][cH:4][c:5]2[cH:6][cH:7][cH:8][cH:9][c:10]12>>[c:1]1([C:11]2([C:14](=[O:16])[OH:18])[CH2:12][CH2:13]2)[cH:2][cH:3][cH:4][c:5]2[cH:6][cH:7][cH:8][cH:9][c:10]12. The reactants are [K+], [OH-], O, OCCO, N#CC1(c2cccc3ccccc23)CC1. Product: O=C(O)C1(c2cccc3ccccc23)CC1. Starting materials: C(=O)(O)C12CCC(CC1)(CC2)NCC(=O)N2[C@@H](C[C@@H](C2)F)C#N ((2S,4S)-1-[[N-(4-carboxybicyclo[2.2.2]oct-1-yl)amino]acetyl]-4-fluoropyrrolidine-2-carbonitrile), C(C)OC(=O)C1=CC=C(CBr)C=C1 (4-ethoxycarbonylbenzyl bromide). The yield is 71.5%. As a reaction SMILES: [C:1]([C:4]12[CH2:11][CH2:10][C:7]([NH:12][CH2:13][C:14]([N:16]3[CH2:20][C@@H:19]([F:21])[CH2:18][C@H:17]3[C:22]#[N:23])=[O:15])([CH2:8][CH2:9]1)[CH2:6][CH2:5]2)([OH:3])=[O:2].[CH2:24]([O:26][C:27]([C:29]1[CH:36]=[CH:35][C:32]([CH2:33]Br)=[CH:31][CH:30]=1)=[O:28])[CH3:25]>>[CH2:24]([O:26][C:27]([C:29]1[CH:30]=[CH:31][C:32]([CH2:33][O:2][C:1]([C:4]23[CH2:11][CH2:10][C:7]([NH:12][CH2:13][C:14]([N:16]4[CH2:20][C@@H:19]([F:21])[CH2:18][C@H:17]4[C:22]#[N:23])=[O:15])([CH2:8][CH2:9]2)[CH2:6][CH2:5]3)=[O:3])=[CH:35][CH:36]=1)=[O:28])[CH3:25]. Procedure: In a similar manner to Example 8, (2S,4S)-1-[[N-(4-carboxybicyclo[2.2.2]oct-1-yl)amino]acetyl]-4-fluoropyrrolidine-2-carbonitrile (32.3 mg) and 4-ethoxycarbonylbenzyl bromide (28.1 mg) were used to obtain (2S,4S)-1-[[N-[4-(4-ethoxycarbonylbenzyl)oxycarbonyl bicyclo[2.2.2]oct-1-yl]amino]acetyl]-4-fluoropyrrolidine-2-carbonitrile (34.7 mg). Product: C(C)OC(=O)C1=CC=C(COC(=O)C23CCC(CC2)(CC3)NCC(=O)N3[C@@H](C[C@@H](C3)F)C#N)C=C1 ((2S,4S)-1-[[N-[4-(4-ethoxycarbonylbenzyl)oxycarbonyl bicyclo[2.2.2]oct-1-yl]amino]acetyl]-4-fluoropyrrolidine-2-carbonitrile).